From a dataset of the Open Reaction Database (ORD), a public repository of structured organic reaction records. describe an organic reaction: reactants, conditions, products, and yield Yield: 32.2%. Product: FC(C(=O)O)(F)F.C(C)(C)N([C@H]1C[C@H]([C@H](CC1)N1C(C(CC1)C1=NC2=C(N1)C(=CC=C2)C(F)(F)F)=O)CS(=O)(=O)C2=CC=CC=C2)CC (1-((1S*,2R*,4R*)-4-(isopropyl(ethyl)amino)-2-(phenylsulfonylmethyl)cyclohexyl)-3-(7-(trifluoromethyl)-1H-benzo[d]imidazol-2-yl)pyrrolidin-2-one trifluoroacetate). Reaction SMILES: [F:1][C:2]([F:7])([F:6])[C:3]([OH:5])=[O:4].[CH:8]([NH:11][C@@H:12]1[CH2:17][CH2:16][C@H:15]([N:18]2[CH2:22][CH2:21][CH:20]([C:23]3[NH:27][C:26]4[C:28]([C:32]([F:35])([F:34])[F:33])=[CH:29][CH:30]=[CH:31][C:25]=4[N:24]=3)[C:19]2=[O:36])[C@H:14]([CH2:37][S:38]([C:41]2[CH:46]=[CH:45][CH:44]=[CH:43][CH:42]=2)(=[O:40])=[O:39])[CH2:13]1)([CH3:10])[CH3:9].[CH:47](=O)[CH3:48].C(O)(=O)C.C(O[BH-](OC(=O)C)OC(=O)C)(=O)C.[Na+]>ClCCCl.CCOC(C)=O>[F:1][C:2]([F:7])([F:6])[C:3]([OH:5])=[O:4].[CH:8]([N:11]([CH2:47][CH3:48])[C@@H:12]1[CH2:17][CH2:16][C@H:15]([N:18]2[CH2:22][CH2:21][CH:20]([C:23]3[NH:27][C:26]4[C:28]([C:32]([F:35])([F:33])[F:34])=[CH:29][CH:30]=[CH:31][C:25]=4[N:24]=3)[C:19]2=[O:36])[C@H:14]([CH2:37][S:38]([C:41]2[CH:46]=[CH:45][CH:44]=[CH:43][CH:42]=2)(=[O:39])=[O:40])[CH2:13]1)([CH3:10])[CH3:9] |f:0.1,4.5,8.9|. The reactants are FC(C(=O)O)(F)F.C(C)(C)N[C@H]1C[C@H]([C@H](CC1)N1C(C(CC1)C1=NC2=C(N1)C(=CC=C2)C(F)(F)F)=O)CS(=O)(=O)C2=CC=CC=C2 (1-((1S*,2R*,4R*)-4-(isopropylamino)-2-(phenylsulfonylmethyl)cyclohexyl)-3-(7-(trifluoromethyl)-1H-benzo[d]imidazol-2-yl)pyrrolidin-2-one trifluoroacetate), C(C)=O (acetaldehyde), C(C)(=O)O (acetic acid), C(C)(=O)O[BH-](OC(C)=O)OC(C)=O.[Na+] (sodium triacetoxyborohydride). Procedure details: To a solution of Example 48 (25 mg, 44 μmol) in 1,2-dichloroethane (3.0 mL) was added acetaldehyde (13 μL, 222 μmol) and acetic acid (30 μL, 0.14 mmol). The resulting mixture was stirred for 20 min, then sodium triacetoxyborohydride (38 mg, 0.18 mmol) was added. After stirring for 2 h, the mixture was diluted with EtOAc and washed sequentially with saturated aqueous NaHCO3, water, and brine. The organic phase was dried over Na2SO4, filtered, and the solvent was removed in vacuo. The residue was ... Run in ClCCCl (1,2-dichloroethane), CCOC(=O)C (EtOAc). Run at time 20 minute. RXN SMILES: [C@@H:1]1([N:9]2[CH:17]=[C:15](C)[C:13](=[O:14])[NH:12][C:10]2=[O:11])[O:8][C@H:5]([CH2:6][OH:7])[C@@H:3]([OH:4])[CH2:2]1.CC1C(=O)NC(=O)N([C@@H]2O[C@H](COP(O)(O)=O)[C@@H](O)C2)C=1>>[C@@H:1]1([N:9]2[CH:17]=[CH:15][C:13](=[O:14])[NH:12][C:10]2=[O:11])[O:8][C@H:5]([CH2:6][OH:7])[C@@H:3]([OH:4])[CH2:2]1. Reactants: [C@@H]1(C[C@H](O)[C@@H](CO)O1)N1C(=O)NC(=O)C(C)=C1 (thymidine), CC1=CN(C(=O)NC1=O)[C@H]2C[C@@H]([C@H](O2)COP(=O)(O)O)O (thymidylate). Product: [C@@H]1(C[C@H](O)[C@@H](CO)O1)N1C(=O)NC(=O)C=C1 (deoxyuridine). Procedure: Strain CMG1115 (see Table 4 above) can be modified to a genotype additionally including tdk+ (thymidine kinase) and thyA- (thymidylate synthase negative) in order to produce deoxyuridine in accordance with the present invention. Such a modified strain derived from strain CMG1115 (containing pCG144), is streaked on LB agar plates with 100 ug/mL ampicillin and 50 mg/ml thymidine and grown at 30° C. Single colonies are picked into 25 mL of LB broth with 100 μg/ml ampicillin in a 250 mL baffle flask... The reactants are BrC1=NC=C(C(=O)O)C=C1 (6-bromonicotinic acid), Cl.C1(CC1)C=1C(=NC=C(C1)C(F)(F)F)N1CCNCC1 (1-(3-cyclopropyl-5-trifluoromethylpyridin-2-yl)piperazine hydrochloride). The product is BrC1=CC=C(C=N1)C(=O)N1CCN(CC1)C1=NC=C(C=C1C1CC1)C(F)(F)F ((6-bromopyridin-3-yl)[4-(3-cyclopropyl-5-trifluoromethylpyridin-2-yl)piperazin-1-yl]methanone). Isolated yield 106.4%. As a reaction SMILES: [Br:1][C:2]1[CH:10]=[CH:9][C:5]([C:6]([OH:8])=O)=[CH:4][N:3]=1.Cl.[CH:12]1([C:15]2[C:16]([N:25]3[CH2:30][CH2:29][NH:28][CH2:27][CH2:26]3)=[N:17][CH:18]=[C:19]([C:21]([F:24])([F:23])[F:22])[CH:20]=2)[CH2:14][CH2:13]1>>[Br:1][C:2]1[N:3]=[CH:4][C:5]([C:6]([N:28]2[CH2:29][CH2:30][N:25]([C:16]3[C:15]([CH:12]4[CH2:14][CH2:13]4)=[CH:20][C:19]([C:21]([F:24])([F:22])[F:23])=[CH:18][N:17]=3)[CH2:26][CH2:27]2)=[O:8])=[CH:9][CH:10]=1 |f:1.2|. Reported procedure: By reaction and treatment in the same manner as in Preparation Example 27 and using 6-bromonicotinic acid (667 mg) and 1-(3-cyclopropyl-5-trifluoromethylpyridin-2-yl)piperazine hydrochloride (1.2 g) described in Preparation Example 76, the title compound (1.6 g) was obtained. Starting materials: FC=1C=C(C=CC1)C=1C=CC(=NC1)/C=C/C=O ((E)-3-[5-(3-fluorophenyl)pyridin-2-yl]propenal), CC1(CC(=O)CC(=O)C1)C (dimedone), NC1=CC(=NN1)C(=O)OCC (ethyl 5-amino-1H-pyrazole-3-carboxylate). Yields the product FC=1C=C(C=CC1)C=1C=CC(=NC1)/C=C/C1C2=C(NC=3CC(CC(C13)=O)(C)C)NN=C2C(=O)OCC (Ethyl 4-{(E)-2-[5-(3-fluorophenyl)pyridin-2-yl]vinyl}-7,7-dimethyl-5-oxo-4,5,6,7,8,9-hexahydro-1H-pyrazolo[3,4-b]quinoline-3-carboxylate). Reaction SMILES: [F:1][C:2]1[CH:3]=[C:4]([C:8]2[CH:9]=[CH:10][C:11](/[CH:14]=[CH:15]/[CH:16]=O)=[N:12][CH:13]=2)[CH:5]=[CH:6][CH:7]=1.[CH3:18][C:19]1([CH3:27])[CH2:26][C:24](=O)[CH2:23][C:21](=[O:22])[CH2:20]1.[NH2:28][C:29]1[NH:33][N:32]=[C:31]([C:34]([O:36][CH2:37][CH3:38])=[O:35])[CH:30]=1>>[F:1][C:2]1[CH:3]=[C:4]([C:8]2[CH:9]=[CH:10][C:11](/[CH:14]=[CH:15]/[CH:16]3[C:23]4[C:21](=[O:22])[CH2:20][C:19]([CH3:18])([CH3:27])[CH2:26][C:24]=4[NH:28][C:29]4[NH:33][N:32]=[C:31]([C:34]([O:36][CH2:37][CH3:38])=[O:35])[C:30]3=4)=[N:12][CH:13]=2)[CH:5]=[CH:6][CH:7]=1. Reported procedure: The title compound is prepared as a mixture of diastereomers according to procedure A from 150 mg of (E)-3-[5-(3-fluorophenyl)pyridin-2-yl]propenal, 93 mg of dimedone and 102 mg of ethyl 5-amino-1H-pyrazole-3-carboxylate.